From a dataset of the Open Reaction Database (ORD), a public repository of structured organic reaction records. describe an organic reaction: reactants, conditions, products, and yield Reactants: CO, C=COCCONC(=O)c1ccn2cncc2c1Nc1ccc(Br)cc1Cl. Product: O=C(NOCCO)c1ccn2cncc2c1Nc1ccc(Br)cc1Cl. As a reaction SMILES: [CH3:28][OH:29].[CH:1](=[CH2:2])[O:3][CH2:4][CH2:5][O:6][NH:7][C:8](=[O:9])[c:10]1[c:11]([NH:19][c:20]2[c:21]([Cl:27])[cH:22][c:23]([Br:26])[cH:24][cH:25]2)[c:12]2[n:13]([cH:14][cH:15]1)[cH:16][n:17][cH:18]2>>[OH:3][CH2:4][CH2:5][O:6][NH:7][C:8](=[O:9])[c:10]1[c:11]([NH:19][c:20]2[c:21]([Cl:27])[cH:22][c:23]([Br:26])[cH:24][cH:25]2)[c:12]2[n:13]([cH:14][cH:15]1)[cH:16][n:17][cH:18]2. Reactants: C(C)(=O)OC(C)=O (Acetic anhydride), COC([C@H](CNC(=O)C1=NN2C(C(N(CC2)CCC2CCN(CC2)C(=O)OC(C)(C)C)=O)=C1)N)=O (Methyl-2(S)amino-3-[[[4,5,6,7-tetrahydro-4-oxo-5-[2(N-Boc-piperidin-4-yl)ethyl]pyrazolo[1,5-a]pyrazin-2-yl]carbonyl]amino]propionate). The solvent is C1CCOC1 (THF). Run at time 18 hour. Yields the product COC([C@H](CNC(=O)C1=NN2C(C(N(CC2)CCC2CCN(CC2)C(=O)OC(C)(C)C)=O)=C1)NC(C)=O)=O (Methyl-2(S)-(Acetylamino)-3-[[[4,5,6,7-tetrahydro-4-oxo-5-[2-(N-Boc-piperidin-4-yl)ethyl]pyrazolo[1,5-a]pyrazin-2-yl]carbonyl]amino]-propionate). RXN SMILES: [C:1](OC(=O)C)(=[O:3])[CH3:2].[CH3:8][O:9][C:10](=[O:42])[C@@H:11]([NH2:41])[CH2:12][NH:13][C:14]([C:16]1[CH:40]=[C:19]2[C:20](=[O:39])[N:21]([CH2:24][CH2:25][CH:26]3[CH2:31][CH2:30][N:29]([C:32]([O:34][C:35]([CH3:38])([CH3:37])[CH3:36])=[O:33])[CH2:28][CH2:27]3)[CH2:22][CH2:23][N:18]2[N:17]=1)=[O:15]>C1COCC1>[CH3:8][O:9][C:10](=[O:42])[C@@H:11]([NH:41][C:1](=[O:3])[CH3:2])[CH2:12][NH:13][C:14]([C:16]1[CH:40]=[C:19]2[C:20](=[O:39])[N:21]([CH2:24][CH2:25][CH:26]3[CH2:27][CH2:28][N:29]([C:32]([O:34][C:35]([CH3:38])([CH3:37])[CH3:36])=[O:33])[CH2:30][CH2:31]3)[CH2:22][CH2:23][N:18]2[N:17]=1)=[O:15]. Procedure details: Acetic anhydride (70 ml, 0.76 mmol), was added to a cooled (0°) solution of 4-3 (350 mg, 0.69 mmol) in 10 ml THF. The resulting solution was allowed to warm to room temperature and stirred for 18 h, then concentrated, and the residue was dissolved in 50 ml ethyl acetate and washed successively with NaHCO3, H2O, 10% KHSO4, H2 O, and brine (25 ml each). The organic layer was dried over Na2 SO4 and evaporated giving a colorless residue which was chromatographed on silica gel with 3% CH3OH/CH2Cl2 to... Reactants: C(C1=CC=CC=C1)N1CC(C(CC1)=O)C1=CC=CC=C1 (1-benzyl-3-phenyl-piperidin-4-one), CN1CCNCC1 (N-methyl-piperazine), FC(C=1C=C(C(=O)Cl)C=C(C1)C(F)(F)F)(F)F (3,5-bistrifluoromethyl-benzoyl chloride). The product is FC(C=1C=C(C=C(C1)C(F)(F)F)C(=O)N1C[C@H]([C@H](CC1)N1CCN(CC1)C)C1=CC=CC=C1)(F)F (Rac-cis-(3,5-Bis-trifluoromethyl-phenyl)-[4-(4-methyl-piperazin-1-yl)-3-phenyl-piperidin-1-yl]-methanone). Reaction SMILES: C([N:8]1[CH2:13][CH2:12][C:11](=O)[CH:10]([C:15]2[CH:20]=[CH:19][CH:18]=[CH:17][CH:16]=2)[CH2:9]1)C1C=CC=CC=1.[CH3:21][N:22]1[CH2:27][CH2:26][NH:25][CH2:24][CH2:23]1.[F:28][C:29]([F:44])([F:43])[C:30]1[CH:31]=[C:32]([CH:36]=[C:37]([C:39]([F:42])([F:41])[F:40])[CH:38]=1)[C:33](Cl)=[O:34]>>[F:28][C:29]([F:44])([F:43])[C:30]1[CH:31]=[C:32]([C:33]([N:8]2[CH2:13][CH2:12][C@H:11]([N:25]3[CH2:26][CH2:27][N:22]([CH3:21])[CH2:23][CH2:24]3)[C@H:10]([C:15]3[CH:16]=[CH:17][CH:18]=[CH:19][CH:20]=3)[CH2:9]2)=[O:34])[CH:36]=[C:37]([C:39]([F:42])([F:41])[F:40])[CH:38]=1. Procedure: The title compound, MS: m/e=500.2 (M+H+), was prepared in accordance with the general method of example 26 from 1-benzyl-3-phenyl-piperidin-4-one, N-methyl-piperazine and 3,5-bistrifluoromethyl-benzoyl chloride. Starting materials: CO, O=S(=O)(O)O, O=C(O)CCCCCCCCCCCCc1ccccc1. Yields the product COC(=O)CCCCCCCCCCCCc1ccccc1. As a reaction SMILES: [CH3:27][OH:28].[S:22](=[O:23])(=[O:24])([OH:25])[OH:26].[c:1]1([CH2:7][CH2:8][CH2:9][CH2:10][CH2:11][CH2:12][CH2:13][CH2:14][CH2:15][CH2:16][CH2:17][CH2:18][C:19](=[O:20])[OH:21])[cH:2][cH:3][cH:4][cH:5][cH:6]1>>[c:1]1([CH2:7][CH2:8][CH2:9][CH2:10][CH2:11][CH2:12][CH2:13][CH2:14][CH2:15][CH2:16][CH2:17][CH2:18][C:19](=[O:20])[O:21][CH3:27])[cH:2][cH:3][cH:4][cH:5][cH:6]1. Starting materials: NCCCCCCN (hexamethylenediamine), C(C)OC(CBr)OCC (Bromoacetaldehyde diethyl acetal), [OH-].[K+] (potassium hydroxide). The solvent is C(C)C(CO)CC (2-ethyl-1-butanol). Reaction conditions: temperature 165 celsius. Product: C(C)OC(CNCCCCCCN)OCC (N1-(2,2-diethoxyethyl)hexane-1,6-diamine). Reaction SMILES: [NH2:1][CH2:2][CH2:3][CH2:4][CH2:5][CH2:6][CH2:7][NH2:8].[CH2:9]([O:11][CH:12]([O:15][CH2:16][CH3:17])[CH2:13]Br)[CH3:10].[OH-].[K+]>C(C(CC)CO)C>[CH2:9]([O:11][CH:12]([O:15][CH2:16][CH3:17])[CH2:13][NH:1][CH2:2][CH2:3][CH2:4][CH2:5][CH2:6][CH2:7][NH2:8])[CH3:10] |f:2.3|. Procedure details: Into a 1 L 3-neck RB flask was weighed hexamethylenediamine (59.0 g, 508 mmol). To this flask was then added 400 mL of 2-ethyl-1-butanol. Bromoacetaldehyde diethyl acetal (100.1 g, 507.7 mmol) and potassium hydroxide (29.0 g, 517 mmol) were weighed out and added to the reaction flask. A large egg-shaped magnetic stirrer follower was then placed in the flask and its side-arms stoppered with B19 glass stoppers and its centre-socket connected to a B24 double-layer coil condenser which was in turn c... Reactants: C([C@H](O)C)(=O)OC ((R)-methyl lactate), ICCC (1-iodopropane). The reagents and catalysts are [Ag]=O (Silver oxide). Run in CCOCC (ether). Conditions: time 4 day. Yields the product C(CC)O[C@@H](C(=O)OC)C ((R)-methyl 2-propoxypropionate). Yield: 63.1%. As a reaction SMILES: [C:1]([O:6][CH3:7])(=[O:5])[C@@H:2]([CH3:4])[OH:3].I[CH2:9][CH2:10][CH3:11]>[Ag]=O.CCOCC>[CH2:9]([O:3][C@H:2]([CH3:4])[C:1]([O:6][CH3:7])=[O:5])[CH2:10][CH3:11]. Reported procedure: Silver oxide (87.5 g, 0.38 mol) was added to a mixture of (R)-methyl lactate (52.1 g, 0.5 mol) with 1-iodopropane (100 g, 0.59 mol) over 3 hours, followed by allowing the mixture to stand at room temperature for 4 days, adding ether (200 ml) for dilution, filtering the mixture, distilling off ether, washing the residue with 2N-NaOH aqueous solution, drying over anhydrous sodium sulfate, distilling it under reduced pressure to obtain (R)-methyl 2-propoxypropionate (46.1 g, b.p. 33°-34° C./5 mmHg)... The reactants are N1CCCC1 (Pyrrolidine), C1(=CC=CC=C1)C1=NOC(=C1)C(=O)C1=CCCCC1 (3-phenyl-5-(1-cyclohexenoyl)isoxazole), resultant mixture. Product: C1(=CC=CC=C1)C1=NOC(=C1)C(=O)C1C(CCCC1)N1CCCC1 (3-Phenyl-5-{2-(1-pyrrolidinyl)cyclohexanoyl}isoxazole). Reaction SMILES: [NH:1]1[CH2:5][CH2:4][CH2:3][CH2:2]1.[C:6]1([C:12]2[CH:16]=[C:15]([C:17]([C:19]3[CH2:24][CH2:23][CH2:22][CH2:21][CH:20]=3)=[O:18])[O:14][N:13]=2)[CH:11]=[CH:10][CH:9]=[CH:8][CH:7]=1>>[C:6]1([C:12]2[CH:16]=[C:15]([C:17]([CH:19]3[CH2:20][CH2:21][CH2:22][CH2:23][CH:24]3[N:1]3[CH2:5][CH2:4][CH2:3][CH2:2]3)=[O:18])[O:14][N:13]=2)[CH:7]=[CH:8][CH:9]=[CH:10][CH:11]=1. Procedure: Pyrrolidine (5 ml) was added to 0.98 g (3.9 mmol) of 3-phenyl-5-(1-cyclohexenoyl)isoxazole prepared above in the procedure (1). The resultant mixture was stirred at room temperature for 1 hour and then concentrated under reduced pressure. To the concentrate was added diethyl ether and then 10% hydrochloric acid, whereby the reaction product was extracted in a water layer. The water layer was collected, alkalinized with a 10% aqueous solution of sodium hydroxide, and then extracted with dichlorom... Starting materials: CCOC(=O)c1c(CCC(=O)O)c[nH]c1C, CCO, [K+], [OH-]. The product is Cc1[nH]cc(CCC(=O)O)c1C(=O)O. As a reaction SMILES: [C:1](=[O:2])([OH:3])[CH2:4][CH2:5][c:6]1[c:7]([C:12](=[O:13])[O:14][CH2:15][CH3:16])[c:8]([CH3:11])[nH:9][cH:10]1.[CH3:19][CH2:20][OH:21].[K+:18].[OH-:17]>>[C:1](=[O:2])([OH:3])[CH2:4][CH2:5][c:6]1[c:7]([C:12](=[O:13])[OH:14])[c:8]([CH3:11])[nH:9][cH:10]1. The reactants are Cc1ccc(Br)c(F)c1, C1CCOC1, [Li]CCCC, CN(C)C=O, CC(=O)O, CO, O. Product: Cc1ccc(CO)c(F)c1. RXN SMILES: [Br:1][c:2]1[c:3]([F:9])[cH:4][c:5]([CH3:8])[cH:6][cH:7]1.[CH2:24]1[O:25][CH2:26][CH2:27][CH2:28]1.[CH3:10][CH2:11][CH2:12][CH2:13][Li:14].[CH3:15][N:16]([CH:17]=[O:18])[CH3:19].[CH3:20][C:21](=[O:22])[OH:23].[CH3:30][OH:31].[OH2:29]>>[c:2]1([CH2:17][OH:18])[c:3]([F:9])[cH:4][c:5]([CH3:8])[cH:6][cH:7]1. The reactants are C(=O)C1=CC=C(C=C1)C1=NOC(=C1)C(=O)N (3-(4-formyl-phenyl)-isoxazole-5-carboxylic acid amide), C(=O)C1=CC=C(C=C1)C1=NOC(=C1)C(=O)N (3-(4-formyl-phenyl)-isoxazole-5-carboxylic acid amide), C(=O)([O-])[O-].[Na+].[Na+] (Na2CO3), N1CCC2=CC=CC=C12 (indoline), [BH-](OC(=O)C)(OC(=O)C)OC(=O)C.[Na+] (Na(OAc)3BH). Solvent: ClC(C)Cl (dichloroethane), CC(=O)O (AcOH), ClC(C)Cl (dichloroethane). Conditions: time 20 minute. The product is N1(CCC2=CC=CC=C12)CC1=CC=C(C=C1)C1=NOC(=C1)C(=O)N (3-[4-(2,3-dihydro-indol-1-ylmethyl)-phenyl]-isoxazole-5-carboxylic acid amide). Yield: 64.8%. Reaction SMILES: [NH:1]1[C:9]2[C:4](=[CH:5][CH:6]=[CH:7][CH:8]=2)[CH2:3][CH2:2]1.[BH-](OC(C)=O)(OC(C)=O)OC(C)=O.[Na+].[CH:24]([C:26]1[CH:31]=[CH:30][C:29]([C:32]2[CH:36]=[C:35]([C:37]([NH2:39])=[O:38])[O:34][N:33]=2)=[CH:28][CH:27]=1)=O.C([O-])([O-])=O.[Na+].[Na+]>ClC(Cl)C.CC(O)=O>[N:1]1([CH2:24][C:26]2[CH:27]=[CH:28][C:29]([C:32]3[CH:36]=[C:35]([C:37]([NH2:39])=[O:38])[O:34][N:33]=3)=[CH:30][CH:31]=2)[C:9]2[C:4](=[CH:5][CH:6]=[CH:7][CH:8]=2)[CH2:3][CH2:2]1 |f:1.2,4.5.6|. Reported procedure: To a solution of indoline (13 μL, 0.116 mmol) in dichloroethane (1 mL) was added Na(OAc)3BH (74 mg, 0.35 mmol). The mixture was stirred at room temperature under argon for 20 min. A slurry of 3-(4-formyl-phenyl)-isoxazole-5-carboxylic acid amide (which may be prepared as described in Preparation of Intermediate 20; 25 mg, 0.116 mmol) in dichloroethane (1 mL) was added, followed by AcOH (20 μL). The reaction mixture was stirred at room temperature overnight. 1 M Na2CO3 solution was added and the ...